From a dataset of the Open Reaction Database (ORD), a public repository of structured organic reaction records. describe an organic reaction: reactants, conditions, products, and yield The reactants are OC1=CC=C(C=C1)C=1SC2=C(C=NC(=C2)OC[C@H](C)NC(C)=O)N1 (N-((2S)-1-((2-(4-hydroxyphenyl)[1,3]thiazolo[4,5-c]pyridin-6-yl)oxy)propan-2-yl)acetamide), BrCC1CC1 ((bromomethyl)cyclopropane). Yields the product C1(CC1)COC1=CC=C(C=C1)C=1SC2=C(C=NC(=C2)OC[C@H](C)NC(C)=O)N1 (N-((2S)-1-((2-(4-(cyclopropylmethoxy)phenyl) [1,3]thiazolo[4,5-c]pyridin-6-yl)oxy)propan-2-yl)acetamide). As a reaction SMILES: [OH:1][C:2]1[CH:7]=[CH:6][C:5]([C:8]2[S:9][C:10]3[CH:15]=[C:14]([O:16][CH2:17][C@@H:18]([NH:20][C:21](=[O:23])[CH3:22])[CH3:19])[N:13]=[CH:12][C:11]=3[N:24]=2)=[CH:4][CH:3]=1.Br[CH2:26][CH:27]1[CH2:29][CH2:28]1>>[CH:27]1([CH2:26][O:1][C:2]2[CH:3]=[CH:4][C:5]([C:8]3[S:9][C:10]4[CH:15]=[C:14]([O:16][CH2:17][C@@H:18]([NH:20][C:21](=[O:23])[CH3:22])[CH3:19])[N:13]=[CH:12][C:11]=4[N:24]=3)=[CH:6][CH:7]=2)[CH2:29][CH2:28]1. Procedure: Using N-((2S)-1-((2-(4-hydroxyphenyl)[1,3]thiazolo[4,5-c]pyridin-6-yl)oxy)propan-2-yl)acetamide and (bromomethyl)cyclopropane, and in the same manner as in Example 5, the title compound was obtained. The reactants are [BH4-], CO, COCCOc1ccc2oc(C(=O)C3CCCCC3)c(C)c2c1, Cl, [Na+], C1CCOC1, O. Product: COCCOc1ccc2oc(C(O)C3CCCCC3)c(C)c2c1. RXN SMILES: [BH4-:24].[CH3:33][OH:34].[CH:1]1([C:7](=[O:8])[c:9]2[o:10][c:11]3[c:12]([c:13]2[CH3:14])[cH:15][c:16]([O:19][CH2:20][CH2:21][O:22][CH3:23])[cH:17][cH:18]3)[CH2:2][CH2:3][CH2:4][CH2:5][CH2:6]1.[ClH:27].[Na+:25].[O:28]1[CH2:29][CH2:30][CH2:31][CH2:32]1.[OH2:26]>>[CH:1]1([CH:7]([OH:8])[c:9]2[o:10][c:11]3[c:12]([c:13]2[CH3:14])[cH:15][c:16]([O:19][CH2:20][CH2:21][O:22][CH3:23])[cH:17][cH:18]3)[CH2:2][CH2:3][CH2:4][CH2:5][CH2:6]1.